This data is from the Open Reaction Database (ORD), a public repository of structured organic reaction records. The task is: describe an organic reaction: reactants, conditions, products, and yield The reactants are C(C)OC(=O)C=1NC2=CC=C(C=C2C1)C1=CC=C(C=C1)C(C)(C)C (5-(4-tert-butylphenyl)indole-2-carboxylic acid ethyl ester), BrC1=CC=C(OC(CN2CCCC2)(C)C)C=C1 (1-(2-(4-bromophenoxy)-2-methylpropyl)pyrrolidine). Product: C(C)(C)(C)C1=CC=C(C=C1)C=1C=C2C=C(N(C2=CC1)C1=CC=C(C=C1)OC(CN1CCCC1)(C)C)C(=O)O (5-(4-tert-Butylphenyl)-1-(4-(2-methyl-1-(pyrrolidin-1-yl)propan-2-yl-oxy)phenyl)indole-2-carboxylic acid). As a reaction SMILES: C([O:3][C:4]([C:6]1[NH:7][C:8]2[C:13]([CH:14]=1)=[CH:12][C:11]([C:15]1[CH:20]=[CH:19][C:18]([C:21]([CH3:24])([CH3:23])[CH3:22])=[CH:17][CH:16]=1)=[CH:10][CH:9]=2)=[O:5])C.Br[C:26]1[CH:41]=[CH:40][C:29]([O:30][C:31]([CH3:39])([CH3:38])[CH2:32][N:33]2[CH2:37][CH2:36][CH2:35][CH2:34]2)=[CH:28][CH:27]=1>>[C:21]([C:18]1[CH:17]=[CH:16][C:15]([C:11]2[CH:12]=[C:13]3[C:8](=[CH:9][CH:10]=2)[N:7]([C:26]2[CH:27]=[CH:28][C:29]([O:30][C:31]([CH3:39])([CH3:38])[CH2:32][N:33]4[CH2:34][CH2:35][CH2:36][CH2:37]4)=[CH:40][CH:41]=2)[C:6]([C:4]([OH:3])=[O:5])=[CH:14]3)=[CH:20][CH:19]=1)([CH3:22])([CH3:24])[CH3:23]. Procedure: The title compound was prepared in accordance with Example 1 using 5-(4-tert-butylphenyl)indole-2-carboxylic acid ethyl ester and 1-(2-(4-bromophenoxy)-2-methylpropyl)pyrrolidine. RXN SMILES: Br[C:2]1[C:7]([CH3:8])=[CH:6][C:5]([O:9][CH2:10][CH2:11][CH2:12][S:13]([CH3:16])(=[O:15])=[O:14])=[CH:4][C:3]=1[CH3:17].[CH:18]([C:20]1[CH:21]=[C:22](B(O)O)[CH:23]=[CH:24][CH:25]=1)=[O:19].P([O-])([O-])([O-])=O.[K+].[K+].[K+].O>CS(C)=O.[Pd].C1(P(C2C=CC=CC=2)[C-]2C=CC=C2)C=CC=CC=1.[C-]1(P(C2C=CC=CC=2)C2C=CC=CC=2)C=CC=C1.[Fe+2]>[CH3:17][C:3]1[CH:4]=[C:5]([O:9][CH2:10][CH2:11][CH2:12][S:13]([CH3:16])(=[O:15])=[O:14])[CH:6]=[C:7]([CH3:8])[C:2]=1[C:24]1[CH:23]=[CH:22][CH:21]=[C:20]([CH:18]=[O:19])[CH:25]=1 |f:2.3.4.5,9.10.11|. The product is CC1=C(C(=CC(=C1)OCCCS(=O)(=O)C)C)C1=CC(=CC=C1)C=O (2′,6′-dimethyl-4′-[3-(methylsulfonyl)propoxy]biphenyl-3-carbaldehyde). Procedure: 2-Bromo-1,3-dimethyl-5-[3-(methylsulfonyl)propoxy]benzene (50.0 g) and 3-formylphenylboronic acid (24.5 g, 1.05 eq) were dissolved in dimethyl sulfoxide (500 mL), and 10% Pd—C (PE type) (725.0 mg, 0.2 mol %) and 1,1′-bis(diphenylphosphino)ferrocene (171.6 mg, 0.2 mol %) were added. After nitrogen substitution, a deaeration operation was performed under reduced pressure three times, and the mixture was stirred at inside temperature 80±5° C. for 1 hr. A solution of separately prepared tripotassium... Isolated yield 87.0%. Reactants: BrC1=C(C=C(C=C1C)OCCCS(=O)(=O)C)C (2-Bromo-1,3-dimethyl-5-[3-(methylsulfonyl)propoxy]benzene), C(=O)C=1C=C(C=CC1)B(O)O (3-formylphenylboronic acid), P(=O)([O-])([O-])[O-].[K+].[K+].[K+] (tripotassium phosphate), O (water). The solvent is CS(=O)C (dimethyl sulfoxide). The reagents and catalysts are [Pd] (Pd—C), C1(=CC=CC=C1)P([C-]1C=CC=C1)C1=CC=CC=C1.[C-]1(C=CC=C1)P(C1=CC=CC=C1)C1=CC=CC=C1.[Fe+2] (1,1′-bis(diphenylphosphino)ferrocene). Conditions: temperature 80 celsius, time 1 hour. Starting materials: C=Cc1ccc(C)nc1, CN1CCCC1=O, Cc1ccc2[nH]c3c(c2c1)CN(c1ccc(Cl)cc1)CC3, [K+], [OH-]. The product is Cc1ccc2c(c1)c1c(n2CCc2ccc(C)nc2)CCN(c2ccc(Cl)cc2)C1. RXN SMILES: [CH3:22][c:23]1[n:24][cH:25][c:26]([CH:29]=[CH2:30])[cH:27][cH:28]1.[CH3:33][N:34]1[CH2:35][CH2:36][CH2:37][C:38]1=[O:39].[Cl:1][c:2]1[cH:3][cH:4][c:5]([N:8]2[CH2:9][c:10]3[c:11]([nH:12][c:13]4[cH:14][cH:15][c:16]([CH3:19])[cH:17][c:18]34)[CH2:20][CH2:21]2)[cH:6][cH:7]1.[K+:32].[OH-:31]>>[Cl:1][c:2]1[cH:3][cH:4][c:5]([N:8]2[CH2:9][c:10]3[c:11]([n:12]([CH2:30][CH2:29][c:26]4[cH:25][n:24][c:23]([CH3:22])[cH:28][cH:27]4)[c:13]4[cH:14][cH:15][c:16]([CH3:19])[cH:17][c:18]34)[CH2:20][CH2:21]2)[cH:6][cH:7]1. Reactants: crude mixture, C(C)(C)(C)OC(=O)N1CC=2C3=C(NC2CC1)N=CC(=C3)Cl (3-Chloro-5,7,8,9-tetrahydro-dipyrido[2,3-b;3′,4′-d]pyrrole-6-carboxylic acid tert-butyl ester), [OH-].[K+] (KOH), COC=1C(=CC=CC1)N (o-anisidine), CC(C)C1=CC(=C(C(=C1)C(C)C)C2=C(C=CC=C2)P(C3CCCCC3)C4CCCCC4)C(C)C (X-Phos). The reagents and catalysts are CC(=O)[O-].CC(=O)[O-].[Pd+2] (Pd(OAc)2). Run in C(C)(C)(CC)O (tert-amyl alcohol). Conditions: temperature 95 celsius, time 8 hour. The product is C(C)(C)(C)OC(=O)N1CC=2C3=C(NC2CC1)N=CC(=C3)NC3=C(C=CC=C3)OC (3-(2-Methoxy-phenylamino)-5,7,8,9-tetrahydro-dipyrido[2,3-b;3′,4′-d]pyrrole-6-carboxylic acid tert-butyl ester). Isolated yield 7.1%. Reaction SMILES: [C:1]([O:5][C:6]([N:8]1[CH2:16][CH2:15][C:14]2[NH:13][C:12]3[N:17]=[CH:18][C:19](Cl)=[CH:20][C:11]=3[C:10]=2[CH2:9]1)=[O:7])([CH3:4])([CH3:3])[CH3:2].[CH3:22][O:23][C:24]1[C:25]([NH2:30])=[CH:26][CH:27]=[CH:28][CH:29]=1.CC(C1C=C(C(C)C)C(C2C=CC=CC=2P(C2CCCCC2)C2CCCCC2)=C(C(C)C)C=1)C.[OH-].[K+]>C(O)(CC)(C)C.CC([O-])=O.CC([O-])=O.[Pd+2]>[C:1]([O:5][C:6]([N:8]1[CH2:16][CH2:15][C:14]2[NH:13][C:12]3[N:17]=[CH:18][C:19]([NH:30][C:25]4[CH:26]=[CH:27][CH:28]=[CH:29][C:24]=4[O:23][CH3:22])=[CH:20][C:11]=3[C:10]=2[CH2:9]1)=[O:7])([CH3:4])([CH3:3])[CH3:2] |f:3.4,6.7.8|. Reported procedure: 3-Chloro-5,7,8,9-tetrahydro-dipyrido[2,3-b;3′,4′-d]pyrrole-6-carboxylic acid tert-butyl ester (100 mg, 0.32 mmol), o-anisidine (48 mg, 0.39 mmol), Pd(OAc)2 (3 mg, 0.01 mmol), X-Phos (12 mg, 0.03 mmol), and KOH (0.03 ml, 0.97 mmol) were suspended in tert-amyl alcohol (2 mL), and stirred overnight at 95° C. The crude mixture was added directly to a Biotage column. The crude product was purified via Biotage eluting with a gradient of 0 to 100% EtOAc in hexanes to provide 45 (9 mg, 7% yield) as a br... Yield: 63.5%. As a reaction SMILES: C([O:3][P:4]([CH2:9][CH2:10][CH2:11][CH2:12][CH2:13][CH2:14][CH2:15][CH2:16][CH2:17][CH2:18][CH2:19][CH2:20][CH2:21][CH2:22][CH2:23][CH2:24][CH2:25][CH2:26][CH2:27][CH2:28][CH2:29][CH2:30][C:31]([F:43])([F:42])[C:32]([F:41])([F:40])[C:33]([F:39])([F:38])[C:34]([F:37])([F:36])[F:35])([O:6]CC)=[O:5])C.Br[Si](C)(C)C>ClCCl>[P:4]([CH2:9][CH2:10][CH2:11][CH2:12][CH2:13][CH2:14][CH2:15][CH2:16][CH2:17][CH2:18][CH2:19][CH2:20][CH2:21][CH2:22][CH2:23][CH2:24][CH2:25][CH2:26][CH2:27][CH2:28][CH2:29][CH2:30][C:31]([F:42])([F:43])[C:32]([F:40])([F:41])[C:33]([F:38])([F:39])[C:34]([F:35])([F:36])[F:37])([OH:6])([OH:5])=[O:3]. Reported procedure: To a solution of 1.05 g of 1-(diethylphosphono)-22-(nonafluorobutyl)docosane in 10 mL of dichloromethane was added 0.61 g of bromotrimethylsilane. After 18 hr at room temperature, the solution was concentrated to a beige grease to which was added 30 mL of methanol. A white solid formed, and the resultant mixture was stirred at room temperature for 30 min. Removal of the solvent under reduced pressure left a white solid, which was slurried with an additional 20 mL of methanol for 30 min. Removal ... The reactants are C(C)OP(=O)(OCC)CCCCCCCCCCCCCCCCCCCCCCC(C(C(C(F)(F)F)(F)F)(F)F)(F)F (1-(diethylphosphono)-22-(nonafluorobutyl)docosane), Br[Si](C)(C)C (bromotrimethylsilane), resultant mixture. Product: P(=O)(O)(O)CCCCCCCCCCCCCCCCCCCCCCC(C(C(C(F)(F)F)(F)F)(F)F)(F)F (1-phosphono-22-(nonafluorobutyl)docosane). Run in ClCCl (dichloromethane). Reaction conditions: time 18 hour. Starting materials: OC(C)C1=CSC=C1 (3-(1-hydroxyethyl)thiophene), BrN1C(CCC1=O)=O (N-bromosuccinimide). The solvent is C(Cl)(Cl)(Cl)Cl (carbon tetrachloride). Reaction conditions: time 2 hour. Product: BrC=1SC=CC1C(C)O (2-Bromo-3-(l-hydroxyethyl)thiophene). RXN SMILES: [OH:1][CH:2]([C:4]1[CH:8]=[CH:7][S:6][CH:5]=1)[CH3:3].[Br:9]N1C(=O)CCC1=O>C(Cl)(Cl)(Cl)Cl>[Br:9][C:5]1[S:6][CH:7]=[CH:8][C:4]=1[CH:2]([OH:1])[CH3:3]. Procedure: To a stirred solution of 3-(1-hydroxyethyl)thiophene (61.4 g, 0.48 mol) in carbon tetrachloride (550 ml) was added N-bromosuccinimide (89.4 g, 0.504 mol) portionwise over 11/2 hours at 40° C. Stirring was continued for an additional 2 hours at ambient temperature. The reaction mixture was filtered and the filtrate was washed with water, saturated NaHCO3 and again with water. The solution